Dataset: the Open Reaction Database (ORD), a public repository of structured organic reaction records. Task: describe an organic reaction: reactants, conditions, products, and yield Reactants: CCc1c(C(=O)C(N)=O)c2c(OCC(=O)OC)cccc2n1Cc1cccc(Cl)c1, CO, [Na+], [Na], [OH-]. Yields the product CCc1c(C(=O)C(N)=O)c2c(OCC(=O)O)cccc2n1Cc1cccc(Cl)c1. As a reaction SMILES: [CH3:1][O:2][C:3]([CH2:4][O:5][c:6]1[c:7]2[c:8]([C:25]([C:26](=[O:27])[NH2:28])=[O:29])[c:9]([CH2:23][CH3:24])[n:10]([CH2:15][c:16]3[cH:17][c:18]([Cl:22])[cH:19][cH:20][cH:21]3)[c:11]2[cH:12][cH:13][cH:14]1)=[O:30].[CH3:31][OH:32].[Na+:35].[Na:33].[OH-:34]>>[O:2]=[C:3]([CH2:4][O:5][c:6]1[c:7]2[c:8]([C:25]([C:26](=[O:27])[NH2:28])=[O:29])[c:9]([CH2:23][CH3:24])[n:10]([CH2:15][c:16]3[cH:17][c:18]([Cl:22])[cH:19][cH:20][cH:21]3)[c:11]2[cH:12][cH:13][cH:14]1)[OH:30]. Starting materials: FC(F)(F)c1cccc(CCBr)c1, O=C(OC1CN2CCC1CC2)C1(c2ccccc2)CCCCCC1. The product is [Br-], O=C(OC1C[N+]2(CCc3cccc(C(F)(F)F)c3)CCC1CC2)C1(c2ccccc2)CCCCCC1. RXN SMILES: [Br:25][CH2:26][CH2:27][c:28]1[cH:29][c:30]([C:34]([F:35])([F:36])[F:37])[cH:31][cH:32][cH:33]1.[c:1]1([C:7]2([C:14](=[O:15])[O:16][CH:17]3[CH2:18][N:19]4[CH2:20][CH2:21][CH:22]3[CH2:23][CH2:24]4)[CH2:8][CH2:9][CH2:10][CH2:11][CH2:12][CH2:13]2)[cH:2][cH:3][cH:4][cH:5][cH:6]1>>[Br-:25].[c:1]1([C:7]2([C:14](=[O:15])[O:16][CH:17]3[CH2:18][N+:19]4([CH2:26][CH2:27][c:28]5[cH:29][c:30]([C:34]([F:35])([F:36])[F:37])[cH:31][cH:32][cH:33]5)[CH2:20][CH2:21][CH:22]3[CH2:23][CH2:24]4)[CH2:8][CH2:9][CH2:10][CH2:11][CH2:12][CH2:13]2)[cH:2][cH:3][cH:4][cH:5][cH:6]1. The reactants are CN(C)C=O (DMF), C(C)(=O)N (acetamide), ClC=1C=C(C(=NC1)F)F (5-Chloro-2,3-difluoropyridine), Cl (HCl), sodium hexamethyldisilazide THF. Solvent: C1CCOC1 (THF), C1CCOC1 (THF). Run at temperature 50 celsius, time 2 hour. Yields the product C(C)(=O)NC1=NC=C(C=C1F)Cl (2-acetylamino-5-chloro-3-fluoropyridine). Isolated yield 72.2%. RXN SMILES: CN(C=O)C.[C:6]([NH2:9])(=[O:8])[CH3:7].[Cl:10][C:11]1[CH:12]=[C:13]([F:18])[C:14](F)=[N:15][CH:16]=1.Cl>C1COCC1>[C:6]([NH:9][C:14]1[C:13]([F:18])=[CH:12][C:11]([Cl:10])=[CH:16][N:15]=1)(=[O:8])[CH3:7]. Reported procedure: Under a nitrogen atmosphere, DMF (200 mL) and THF (830 mL) were added to acetamide (94.8 g, 1.61 mol), and the mixture was warmed to 50° C. A 40 wt % sodium hexamethyldisilazide THF solution (629 g, 1.37 mol) was added dropwise thereto, and the mixture was stirred for 2 hours at the same temperature. 5-Chloro-2,3-difluoropyridine (100.0 g, 0.67 mol) was then added, THF (20 mL) was further added, and the mixture was stirred for 3 hours at the same temperature. The reaction mixture was cooled to 0... The reactants are COC(=O)c1ccccc1NCc1ccnc(Br)c1, [Cu]I, [K+], [K+], [K+], O=C1CCCN1, C1COCCO1, O, O=P([O-])([O-])[O-]. Product: COC(=O)c1ccccc1NCc1ccnc(N2CCCC2=O)c1. Reaction SMILES: [CH3:1][O:2][C:3]([c:4]1[c:5]([NH:10][CH2:11][c:12]2[cH:13][c:14]([Br:18])[n:15][cH:16][cH:17]2)[cH:6][cH:7][cH:8][cH:9]1)=[O:19].[Cu:41][I:42].[K+:25].[K+:26].[K+:27].[O:28]=[C:29]1[CH2:30][CH2:31][CH2:32][NH:33]1.[O:35]1[CH2:36][CH2:37][O:38][CH2:39][CH2:40]1.[OH2:34].[P:20]([O-:21])([O-:22])([O-:23])=[O:24]>>[CH3:1][O:2][C:3]([c:4]1[c:5]([NH:10][CH2:11][c:12]2[cH:13][c:14]([N:33]3[C:29](=[O:28])[CH2:30][CH2:31][CH2:32]3)[n:15][cH:16][cH:17]2)[cH:6][cH:7][cH:8][cH:9]1)=[O:19].